Task: describe an organic reaction: reactants, conditions, products, and yield. Dataset: the Open Reaction Database (ORD), a public repository of structured organic reaction records Reactants: compound B, C(C)OC(=O)C1=NNC(=C1)C=1C=C2C3=C(N(C2=CC1)C)N(C(C(=C3)C3=CC=C(C=C3)Br)=O)C (5-[3-(4-bromophenyl)-1,9-dimethyl-2-oxo-2,9-dihydro-1H-pyrido[2,3-b]indol-6-yl]-1H-pyrazole-3-carboxylic acid ethyl ester), IC (iodomethane). Product: C(C)OC(=O)C=1N(N=C(C1)C=1C=C2C3=C(N(C2=CC1)C)N(C(C(=C3)C3=CC=C(C=C3)Br)=O)C)C (5-[3-(4-Bromophenyl)-1,9-dimethyl-2-oxo-2,9-dihydro-1H-pyrido-[2,3-b]indol-6-yl]-2-methyl-2H-pyrazole-3-carboxylic acid ethyl ester). As a reaction SMILES: [CH2:1]([O:3][C:4]([C:6]1[CH:10]=[C:9]([C:11]2[CH:12]=[C:13]3[C:17](=[CH:18][CH:19]=2)[N:16]([CH3:20])[C:15]2[N:21]([CH3:33])[C:22](=[O:32])[C:23]([C:25]4[CH:30]=[CH:29][C:28]([Br:31])=[CH:27][CH:26]=4)=[CH:24][C:14]3=2)[NH:8][N:7]=1)=[O:5])[CH3:2].I[CH3:35]>>[CH2:1]([O:3][C:4]([C:6]1[N:7]([CH3:35])[N:8]=[C:9]([C:11]2[CH:12]=[C:13]3[C:17](=[CH:18][CH:19]=2)[N:16]([CH3:20])[C:15]2[N:21]([CH3:33])[C:22](=[O:32])[C:23]([C:25]4[CH:26]=[CH:27][C:28]([Br:31])=[CH:29][CH:30]=4)=[CH:24][C:14]3=2)[CH:10]=1)=[O:5])[CH3:2]. Procedure: The process is carried out as in Example 36 above, with compound B 5-[3-(4-bromophenyl)-1,9-dimethyl-2-oxo-2,9-dihydro-1H-pyrido[2,3-b]indol-6-yl]-1H-pyrazole-3-carboxylic acid ethyl ester and iodomethane Procedure details: 124.6 g (0.618 mol) of 5-chloro-2-nitro-benzoic acid (Fluka Buchs, Switzerland) are heated under reflux in an aqueous sodium hydroxide solution [197.8 g (4.94 mol) of NaOH in 1.23 l water] for 18 h. The cold reaction mixture is extracted several times with ether-ethyl acetate, washed with brine and dried over sodium sulfate. The raw material is crystallized from isopropyl ether-hexane. The crystals are filtered off and dried at 50° C. (high-vacuum). mp: 167-171° C.; MS: 182 (M+−1); HPLC: W-=6.31... Starting materials: ClC=1C=CC(=C(C(=O)O)C1)[N+](=O)[O-] (5-chloro-2-nitro-benzoic acid), [OH-].[Na+] (sodium hydroxide), [OH-].[Na+] (NaOH). Yields the product OC=1C=CC(=C(C(=O)O)C1)[N+](=O)[O-] (5-Hydroxy-2-nitro-benzoic acid). Reaction SMILES: Cl[C:2]1[CH:3]=[CH:4][C:5]([N+:11]([O-:13])=[O:12])=[C:6]([CH:10]=1)[C:7]([OH:9])=[O:8].[OH-:14].[Na+]>>[OH:14][C:2]1[CH:3]=[CH:4][C:5]([N+:11]([O-:13])=[O:12])=[C:6]([CH:10]=1)[C:7]([OH:9])=[O:8] |f:1.2|. Reported procedure: A solution of 6-[2-(2,3-epoxypropoxy)-4-methoxyphenyl]-3-methoxypyridazine (0.7 g, 0.0024 mole), t-butylamine (10.0 ml, 0.093 mole) in methanol (20 ml) was allowed to stand at room temperature for 24 hours. Evaporation of the solvent and crystallisation of the residue from ethyl acetate gave 6-[2-(3-t-butylamino-2-hydroxypropoxy)-4-methoxyphenyl]-3-methoxypyridazine (0.62 g, 70%, m.p. 114°-116°). Solvent: CO (methanol). Reaction SMILES: [O:1]1[CH2:21][CH:2]1[CH2:3][O:4][C:5]1[CH:10]=[C:9]([O:11][CH3:12])[CH:8]=[CH:7][C:6]=1[C:13]1[N:18]=[N:17][C:16]([O:19][CH3:20])=[CH:15][CH:14]=1.[C:22]([NH2:26])([CH3:25])([CH3:24])[CH3:23]>CO>[C:22]([NH:26][CH2:21][CH:2]([OH:1])[CH2:3][O:4][C:5]1[CH:10]=[C:9]([O:11][CH3:12])[CH:8]=[CH:7][C:6]=1[C:13]1[N:18]=[N:17][C:16]([O:19][CH3:20])=[CH:15][CH:14]=1)([CH3:25])([CH3:24])[CH3:23]. The product is C(C)(C)(C)NCC(COC1=C(C=CC(=C1)OC)C1=CC=C(N=N1)OC)O (6-[2-(3-t-butylamino-2-hydroxypropoxy)-4-methoxyphenyl]-3-methoxypyridazine). Run at time 24 hour. The reactants are O1C(COC2=C(C=CC(=C2)OC)C2=CC=C(N=N2)OC)C1 (6-[2-(2,3-epoxypropoxy)-4-methoxyphenyl]-3-methoxypyridazine), C(C)(C)(C)N (t-butylamine). The yield is 71.5%. Reaction SMILES: [H-].[Na+].[Cl:3][C:4]1[CH:9]=[CH:8][C:7]([C:10]2([CH:14]3[C:26]4[NH:25][C:24]5[C:19](=[CH:20][CH:21]=[CH:22][CH:23]=5)[C:18]=4[CH2:17][CH2:16][N:15]3[C:27]([O:29][C:30]([CH3:33])([CH3:32])[CH3:31])=[O:28])[CH2:13][CH2:12][CH2:11]2)=[CH:6][CH:5]=1.Br[CH2:35][C:36]#[N:37].O>CN(C)C=O>[Cl:3][C:4]1[CH:9]=[CH:8][C:7]([C:10]2([CH:14]3[C:26]4[N:25]([CH2:35][C:36]#[N:37])[C:24]5[C:19](=[CH:20][CH:21]=[CH:22][CH:23]=5)[C:18]=4[CH2:17][CH2:16][N:15]3[C:27]([O:29][C:30]([CH3:33])([CH3:32])[CH3:31])=[O:28])[CH2:13][CH2:12][CH2:11]2)=[CH:6][CH:5]=1 |f:0.1|. Reaction conditions: time 2 day. Reported procedure: 60% Sodium hydride suspension in mineral oil (0.412 g, 10.3 mmol) in dry dimethylformamide (25 mL) was stirred at room temperature under an atmosphere of nitrogen. tert-Butyl 1-[1-(4-chlorophenyl)cyclobutyl]-1,3,4,9-tetrahydro-2H-b-carboline-2-carboxylate (3.0 g, 6.87 mmol) was added in small portions. After 30 min stirring at room temperature 2-bromoacetonitrile (1.235 g, 10.3 mmol) in dimethylformamide (5 mL) was added dropwise. The reaction mixture was stirred at room temperature for two days... Product: ClC1=CC=C(C=C1)C1(CCC1)C1N(CCC=2C3=CC=CC=C3N(C12)CC#N)C(=O)OC(C)(C)C (tert-Butyl 1-[1-(4-chlorophenyl)cyclobutyl]-9-(cyanomethyl)-1,3,4,9-tetrahydro-2H-b-carboline-2-carboxylate). The reactants are BrCC#N (2-bromoacetonitrile), O (Water), [H-].[Na+] (Sodium hydride), oil, ClC1=CC=C(C=C1)C1(CCC1)C1N(CCC=2C3=CC=CC=C3NC12)C(=O)OC(C)(C)C (tert-Butyl 1-[1-(4-chlorophenyl)cyclobutyl]-1,3,4,9-tetrahydro-2H-b-carboline-2-carboxylate). The solvent is CN(C=O)C (dimethylformamide), CN(C=O)C (dimethylformamide).